Dataset: the Open Reaction Database (ORD), a public repository of structured organic reaction records. Task: describe an organic reaction: reactants, conditions, products, and yield Reactants: C(C1=CC=CC=C1)N1C(COC2=C1C=CC(=C2)C(=O)OC)=O (N-benzyl-7-methoxycarbonyl-4H-benz[1,4]oxazin-3-one), Cl (HCl), ice, [OH-].[Na+] (sodium hydroxide). The solvent is CO (MeOH). Reaction conditions: time 30 hour. The product is C(C1=CC=CC=C1)N1C(COC2=C1C=CC(=C2)C(=O)O)=O (N-benzyl-7-hydroxycarbonyl-4H-benz[1,4]oxazin-3-one). The yield is 95.5%. As a reaction SMILES: [CH2:1]([N:8]1[C:13]2[CH:14]=[CH:15][C:16]([C:18]([O:20]C)=[O:19])=[CH:17][C:12]=2[O:11][CH2:10][C:9]1=[O:22])[C:2]1[CH:7]=[CH:6][CH:5]=[CH:4][CH:3]=1.[OH-].[Na+].Cl>CO>[CH2:1]([N:8]1[C:13]2[CH:14]=[CH:15][C:16]([C:18]([OH:20])=[O:19])=[CH:17][C:12]=2[O:11][CH2:10][C:9]1=[O:22])[C:2]1[CH:3]=[CH:4][CH:5]=[CH:6][CH:7]=1 |f:1.2|. Procedure: 20.0 g of N-benzyl-7-methoxycarbonyl-4H-benz[1,4]oxazin-3-one are initially charged in 750 ml of MeOH. At room temperature, 35 ml of 2N aqueous sodium hydroxide solution are added dropwise, and the mixture is stirred at 40–55° C. for 30 h. The reaction solution is cooled to room temperature and poured into a mixture of 200 ml of 1N HCl and 1 kg of ice. The crude product is filtered off with suction, washed with water and dried. This gives 18.2 g (yield 95.5% of theory) of N-benzyl-7-hydroxycarbo... The reactants are CC(=O)OC1C(O)C2C(CCC3CC(O[Si](C)(C)C(C)(C)C)CCC32C)C2CC3OC4(CCC(C)CO4)C(C)C3C21C, ClCCl, C[Si](C)(C)OS(=O)(=O)C(F)(F)F, Cc1cccc(C)n1. The product is CC(=O)OC1C(O[Si](C)(C)C)C2C(CCC3CC(O[Si](C)(C)C(C)(C)C)CCC32C)C2CC3OC4(CCC(C)CO4)C(C)C3C21C. RXN SMILES: [C:1]([CH3:2])([CH3:3])([CH3:4])[Si:5]([O:6][CH:7]1[CH2:8][CH:9]2[CH2:10][CH2:11][CH:12]3[CH:13]4[CH2:14][CH:15]5[CH:16]([CH:17]([CH3:18])[C:19]6([O:20]5)[CH2:21][CH2:22][CH:23]([CH3:24])[CH2:25][O:26]6)[C:27]4([CH3:40])[CH:28]([O:36][C:37]([CH3:38])=[O:39])[CH:29]([OH:35])[CH:30]3[C:31]2([CH3:34])[CH2:32][CH2:33]1)([CH3:41])[CH3:42].[CH2:63]([Cl:64])[Cl:65].[CH3:43][Si:44]([CH3:45])([CH3:46])[O:47][S:48]([C:49]([F:50])([F:51])[F:52])(=[O:53])=[O:54].[n:55]1[c:56]([CH3:57])[cH:58][cH:59][cH:60][c:61]1[CH3:62]>>[C:1]([CH3:2])([CH3:3])([CH3:4])[Si:5]([O:6][CH:7]1[CH2:8][CH:9]2[CH2:10][CH2:11][CH:12]3[CH:13]4[CH2:14][CH:15]5[CH:16]([CH:17]([CH3:18])[C:19]6([O:20]5)[CH2:21][CH2:22][CH:23]([CH3:24])[CH2:25][O:26]6)[C:27]4([CH3:40])[CH:28]([O:36][C:37]([CH3:38])=[O:39])[CH:29]([O:35][Si:44]([CH3:43])([CH3:45])[CH3:46])[CH:30]3[C:31]2([CH3:34])[CH2:32][CH2:33]1)([CH3:41])[CH3:42]. Starting materials: CC(C)(C)[Si](C)(C)OCCn1cc2c(n1)CCc1c-2sc2ncnc(Nc3ccc(OCc4cccc(F)c4)c(Cl)c3)c12, C1CCOC1, Cl. Product: OCCn1cc2c(n1)CCc1c-2sc2ncnc(Nc3ccc(OCc4cccc(F)c4)c(Cl)c3)c12. Reaction SMILES: [C:1]([Si:2]([CH3:3])([CH3:4])[O:6][CH2:7][CH2:8][n:9]1[n:10][c:11]2[c:16]([cH:17]1)-[c:15]1[c:14]([c:20]3[c:19]([s:18]1)[n:24][cH:23][n:22][c:21]3[NH:25][c:26]1[cH:27][c:28]([Cl:41])[c:29]([O:32][CH2:33][c:34]3[cH:35][c:36]([F:40])[cH:37][cH:38][cH:39]3)[cH:30][cH:31]1)[CH2:13][CH2:12]2)([CH3:5])([CH3:42])[CH3:43].[CH2:45]1[O:46][CH2:47][CH2:48][CH2:49]1.[ClH:44]>>[OH:6][CH2:7][CH2:8][n:9]1[n:10][c:11]2[c:16]([cH:17]1)-[c:15]1[c:14]([c:20]3[c:19]([s:18]1)[n:24][cH:23][n:22][c:21]3[NH:25][c:26]1[cH:27][c:28]([Cl:41])[c:29]([O:32][CH2:33][c:34]3[cH:35][c:36]([F:40])[cH:37][cH:38][cH:39]3)[cH:30][cH:31]1)[CH2:13][CH2:12]2. Starting materials: O=C(O)c1ccc(Br)o1, CCOC(=O)C=Cc1cccc(N)c1. Product: CCOC(=O)C=Cc1cccc(NC(=O)c2ccc(Br)o2)c1. Reaction SMILES: [Br:1][c:2]1[cH:3][cH:4][c:5]([C:7](=[O:8])[OH:9])[o:6]1.[CH2:10]([CH3:11])[O:12][C:13]([CH:14]=[CH:15][c:16]1[cH:17][c:18]([NH2:22])[cH:19][cH:20][cH:21]1)=[O:23]>>[Br:1][c:2]1[cH:3][cH:4][c:5]([C:7](=[O:9])[NH:22][c:18]2[cH:17][c:16]([CH:15]=[CH:14][C:13]([O:12][CH2:10][CH3:11])=[O:23])[cH:21][cH:20][cH:19]2)[o:6]1. Starting materials: CN (methylamine), O=C1OC(=NN1CC(=O)C(C)(C)C)C(F)(F)F (2,3-dihydro-2-oxo-3-tert-butylcarbonylmethyl-5-trifluoromethyl-1,3,4-oxadiazole). Solvent: C(C)#N (acetonitrile). Reaction conditions: time 2 hour. The product is NN1C(N(C(=C1)C(C)(C)C)C)=O (1-Amino-2,3-dihydro-3-methyl-2-oxo-4-tert-butyl-1H-imidazole). Reaction SMILES: [CH3:1][NH2:2].[O:3]=[C:4]1[N:8]([CH2:9][C:10]([C:12]([CH3:15])([CH3:14])[CH3:13])=O)[N:7]=C(C(F)(F)F)O1>C(#N)C>[NH2:7][N:8]1[CH:9]=[C:10]([C:12]([CH3:15])([CH3:14])[CH3:13])[N:2]([CH3:1])[C:4]1=[O:3]. Reported procedure: 75 ml of aqueous methylamine solution (40%) are added to a solution of 12.6 g of 2,3-dihydro-2-oxo-3-tert-butylcarbonylmethyl-5-trifluoromethyl-1,3,4-oxadiazole in 50 ml of acetonitrile. After the slightly exothermal reaction has subsided, the reaction mixture is stirred for 2 hours at room temperature and then for 14 hours at 80° and then evaporated the liquid residue is treated with ice-water, and the aqueous mixture is extracted three times by shaking with ethyl acetate. The combined ethyl ac... Reactants: N1CCOCC1 (morpholine), ClC1=NC(=C(C(=N1)NC1=NNC(=C1)C)F)Cl (2,6-dichloro-5-fluoro-N-(5-methyl-1H-pyrazol-3-yl)pyrimidin-4-amine), CCN(C(C)C)C(C)C (DIPEA). The solvent is C(C)O (ethanol). Run at temperature 80 celsius. The product is ClC1=NC(=C(C(=N1)NC1=NNC(=C1)C)F)N1CCOCC1 (2-Chloro-5-fluoro-N-(5-methyl-1H-pyrazol-3-yl)-6-morpholin-4-ylpyrimidin-4-amine). Reaction SMILES: [NH:1]1[CH2:6][CH2:5][O:4][CH2:3][CH2:2]1.[Cl:7][C:8]1[N:13]=[C:12]([NH:14][C:15]2[CH:19]=[C:18]([CH3:20])[NH:17][N:16]=2)[C:11]([F:21])=[C:10](Cl)[N:9]=1.CCN(C(C)C)C(C)C>C(O)C>[Cl:7][C:8]1[N:13]=[C:12]([NH:14][C:15]2[CH:19]=[C:18]([CH3:20])[NH:17][N:16]=2)[C:11]([F:21])=[C:10]([N:1]2[CH2:6][CH2:5][O:4][CH2:3][CH2:2]2)[N:9]=1. Procedure: To a solution of 2,4,6-trichloro-5-fluoropyrimidine (4.03 g) in absolute ethanol (100 mL) was added DIEPA (5.3 mL) and 5-methyl-1H-pyrazol-3-amine (2.03 g). The resulting solution was stirred at room temperature for 6 hours. The precipitation was filtered and washed with cold ethanol. The compound was dried by vacuum oven give 2,6-dichloro-5-fluoro-N-(5-methyl-1H-pyrazol-3-yl)pyrimidin-4-amine as solid (3.7 g). m/z 262. A mixture of morpholine (0.181 mL), 2,6-dichloro-5-fluoro-N-(5-methyl-1H-pyr... The reactants are CC(=O)[O-], CC(=O)[O-], Cc1ccccc1, CC=NO, CC(Nc1nc(N)ncc1C#N)c1cc2cccc(-c3cnn(C)c3)c2c(=O)n1-c1ccccc1, [Pd+2], c1ccc(P(c2ccccc2)c2ccccc2)cc1. Product: CC(Nc1nc(N)ncc1C(N)=O)c1cc2cccc(-c3cnn(C)c3)c2c(=O)n1-c1ccccc1. RXN SMILES: [C:66]([O-:67])(=[O:68])[CH3:69].[C:71]([O-:72])(=[O:73])[CH3:74].[CH3:59][c:60]1[cH:61][cH:62][cH:63][cH:64][cH:65]1.[CH:36](=[N:37][OH:39])[CH3:38].[NH2:1][c:2]1[n:3][cH:4][c:5]([C:34]#[N:35])[c:6]([NH:8][CH:9]([CH3:10])[c:11]2[n:12](-[c:28]3[cH:29][cH:30][cH:31][cH:32][cH:33]3)[c:13](=[O:27])[c:14]3[c:15](-[c:21]4[cH:22][n:23][n:24]([CH3:26])[cH:25]4)[cH:16][cH:17][cH:18][c:19]3[cH:20]2)[n:7]1.[Pd+2:70].[c:40]1([P:41]([c:42]2[cH:43][cH:44][cH:45][cH:46][cH:47]2)[c:48]2[cH:49][cH:50][cH:51][cH:52][cH:53]2)[cH:54][cH:55][cH:56][cH:57][cH:58]1>>[NH2:1][c:2]1[n:3][cH:4][c:5]([C:34]([NH2:35])=[O:39])[c:6]([NH:8][CH:9]([CH3:10])[c:11]2[n:12](-[c:28]3[cH:29][cH:30][cH:31][cH:32][cH:33]3)[c:13](=[O:27])[c:14]3[c:15](-[c:21]4[cH:22][n:23][n:24]([CH3:26])[cH:25]4)[cH:16][cH:17][cH:18][c:19]3[cH:20]2)[n:7]1. The product is CC(C)(C)OC(=O)C=Cc1ccc([N+](=O)[O-])c(F)c1. Reaction SMILES: [C:2]([CH3:3])([CH3:4])([CH3:5])[O:6][C:7](=[O:8])[CH2:9][P+:10]([c:11]1[cH:12][cH:13][cH:14][cH:15][cH:16]1)([c:17]1[cH:18][cH:19][cH:20][cH:21][cH:22]1)[c:23]1[cH:24][cH:25][cH:26][cH:27][cH:28]1.[CH3:29][C:30]([CH3:31])([O-:32])[CH3:33].[Cl-:1].[F:35][c:36]1[cH:37][c:38]([CH:39]=[O:40])[cH:41][cH:42][c:43]1[N+:44](=[O:45])[O-:46].[K+:34].[O:47]1[CH2:48][CH2:49][CH2:50][CH2:51]1>>[C:2]([CH3:3])([CH3:4])([CH3:5])[O:6][C:7](=[O:8])[CH:9]=[CH:39][c:38]1[cH:37][c:36]([F:35])[c:43]([N+:44](=[O:45])[O-:46])[cH:42][cH:41]1. Reactants: CC(C)(C)OC(=O)C[P+](c1ccccc1)(c1ccccc1)c1ccccc1, CC(C)(C)[O-], [Cl-], O=Cc1ccc([N+](=O)[O-])c(F)c1, [K+], C1CCOC1. Reactants: NC=1C=NC=C(C1)Br (3-amino-5-bromopyridine), CN1C(=CC2=CC=CC=C12)B(O)O (N-methyl-indole boronic acid), COC=1C=CC=C(C1C=2C=CC=CC2P(C3CCCCC3)C4CCCCC4)OC (s-Phos), P(=O)([O-])([O-])[O-].[K+].[K+].[K+] (potassium phosphate). Reagents/catalysts: C=1C=CC(=CC1)/C=C/C(=O)/C=C/C2=CC=CC=C2.C=1C=CC(=CC1)/C=C/C(=O)/C=C/C2=CC=CC=C2.C=1C=CC(=CC1)/C=C/C(=O)/C=C/C2=CC=CC=C2.[Pd].[Pd] (Pd2dba3). The solvent is C1(=CC=CC=C1)C (toluene). Reaction conditions: temperature 85 celsius, time 3 hour. The product is NC=1C=C(C=NC1)C=1N(C2=CC=CC=C2C1)C (2-(5-amino-pyridin-3-yl)-1-methyl-1H-indole). Reaction SMILES: [NH2:1][C:2]1[CH:3]=[N:4][CH:5]=[C:6](Br)[CH:7]=1.[CH3:9][N:10]1[C:18]2[C:13](=[CH:14][CH:15]=[CH:16][CH:17]=2)[CH:12]=[C:11]1B(O)O.COC1C=CC=C(OC)C=1C1C=CC=CC=1P(C1CCCCC1)C1CCCCC1.P([O-])([O-])([O-])=O.[K+].[K+].[K+]>C1C=CC(/C=C/C(/C=C/C2C=CC=CC=2)=O)=CC=1.C1C=CC(/C=C/C(/C=C/C2C=CC=CC=2)=O)=CC=1.C1C=CC(/C=C/C(/C=C/C2C=CC=CC=2)=O)=CC=1.[Pd].[Pd].C1(C)C=CC=CC=1>[NH2:1][C:2]1[CH:7]=[C:6]([C:11]2[N:10]([CH3:9])[C:18]3[C:13]([CH:12]=2)=[CH:14][CH:15]=[CH:16][CH:17]=3)[CH:5]=[N:4][CH:3]=1 |f:3.4.5.6,7.8.9.10.11|. Reported procedure: A flask is charged with 3-amino-5-bromopyridine (0.173 g, 0.950 mmol), N-methyl-indole boronic acid (0.262 g, 1.425 mmol), s-Phos (0.030 g, 0.071 mmol), finely crushed potassium phosphate (0.407 g, 1.900 mmol) and toluene (4 mL). After degassing for 30 min, Pd2dba3 (0.018 g, 0.019 mmol) is added, the flask is flushed with nitrogen and the mixture is heated to 85° C. After 3 h, the mixture is allowed to cool to r.t., diluted with ethyl acetate and filtered through a plug of silica gel (elution wi... Starting materials: O=C([O-])[O-], Clc1nc(-c2ccccc2)cc2ccccc12, [K+], [K+], Cc1cc(N)n[nH]1, CN(C)C=O. Yields the product Cc1cc(Nc2nc(-c3ccccc3)cc3ccccc23)[nH]n1. As a reaction SMILES: [C:25](=[O:26])([O-:27])[O-:28].[Cl:1][c:2]1[n:3][c:4](-[c:12]2[cH:13][cH:14][cH:15][cH:16][cH:17]2)[cH:5][c:6]2[cH:7][cH:8][cH:9][cH:10][c:11]12.[K+:29].[K+:30].[NH2:18][c:19]1[n:20][nH:21][c:22]([CH3:24])[cH:23]1.[O:31]=[CH:32][N:33]([CH3:34])[CH3:35]>>[c:2]1([NH:18][c:19]2[nH:20][n:21][c:22]([CH3:24])[cH:23]2)[n:3][c:4](-[c:12]2[cH:13][cH:14][cH:15][cH:16][cH:17]2)[cH:5][c:6]2[cH:7][cH:8][cH:9][cH:10][c:11]12.